From a dataset of the Open Reaction Database (ORD), a public repository of structured organic reaction records. describe an organic reaction: reactants, conditions, products, and yield The reactants are CC1=C(OCC(C)N)C(=CC=C1)C (2-(2,6-dimethylphenoxy)-1-methyl-ethylamine), CC1=CC=CC(=C1OCC(C)N)C.C(C)(=O)N (mexiletine acetamide), CC1=CC=CC(=C1OCC(C)N)C (Mexiletine), C(C)(=O)Cl (acetyl chloride), C(C)(=O)OC(C)=O (acetic anhydride). The solvent is C(C)(=O)OCC (ethyl acetate). The product is CC1=C(OCC(C)NC(C)=O)C(=CC=C1)C (N-[2-(2,6-dimethylphenoxy)-1-methylethyl]-acetamide). Reaction SMILES: [CH3:1][C:2]1[CH:12]=[CH:11][CH:10]=[C:9]([CH3:13])[C:3]=1[O:4][CH2:5][CH:6]([NH2:8])[CH3:7].CC1[C:20]([O:21]CC(N)C)=[C:19](C)C=CC=1.C(N)(=O)C.C(Cl)(=O)C.C(OC(=O)C)(=O)C>C(OCC)(=O)C>[CH3:1][C:2]1[CH:12]=[CH:11][CH:10]=[C:9]([CH3:13])[C:3]=1[O:4][CH2:5][CH:6]([NH:8][C:20](=[O:21])[CH3:19])[CH3:7] |f:1.2|. Procedure: In Step 1, 2-(2,6-dimethylphenoxy)-1-methyl-ethylamine (mexiletine) is converted to mexiletine acetamide. Mexiletine is treated with an acetylating agent, such as an acetyl chloride or acetic anhydride, in the presence of concentrated aqueous alkali and an organic solvent, e.g., ethyl acetate. The reaction temperature is maintained at about 0°-25° C., preferably below 10° C., for about 10 minutes to 3 hours, preferably about 35 minutes. Following completion of the reaction, the resulting N-[2-(2...